Dataset: the Open Reaction Database (ORD), a public repository of structured organic reaction records. Task: describe an organic reaction: reactants, conditions, products, and yield The reactants are BrC=1C=NC=C(C1)OC (3-bromo-5-methoxypyridine), NOS(=O)(=O)C1=C(C=C(C=C1C)C)C (2-[(aminooxy)sulfonyl]-1,3,5-trimethylbenzene), Heterocycles, CCOCC (ether). The solvent is ClCCl (dichloromethane), ClCCl (dichloromethane). Run at temperature 0 celsius, time 1 hour. The product is NOS(=O)(=O)C1=C(C=C(C=C1C)C)C (2-[(aminooxy)sulfonyl]-1,3,5-trimethylbenzene), CC1=C(C(=CC(=C1)C)C)S(=O)(=O)[O-].N[N+]1=CC(=CC(=C1)OC)Br (1-amino-3-bromo-5-methoxypyridinium 2,4,6-trimethylbenzenesulfonate). As a reaction SMILES: [Br:1][C:2]1[CH:3]=[N:4][CH:5]=[C:6]([O:8][CH3:9])[CH:7]=1.[NH2:10][O:11][S:12]([C:15]1[C:20]([CH3:21])=[CH:19][C:18]([CH3:22])=[CH:17][C:16]=1[CH3:23])(=[O:14])=[O:13].CCOCC>ClCCl>[NH2:10][O:11][S:12]([C:15]1[C:20]([CH3:21])=[CH:19][C:18]([CH3:22])=[CH:17][C:16]=1[CH3:23])(=[O:13])=[O:14].[CH3:21][C:20]1[CH:19]=[C:18]([CH3:22])[CH:17]=[C:16]([CH3:23])[C:15]=1[S:12]([O-:14])(=[O:13])=[O:11].[NH2:10][N+:4]1[CH:5]=[C:6]([O:8][CH3:9])[CH:7]=[C:2]([Br:1])[CH:3]=1 |f:5.6|. Procedure details: (Adapted from: Miki, Y. et. al.; Heterocycles 1996, 43, 2249-2256; 2-[(aminooxy)sulfonyl]-1,3,5-trimethylbenzene was prepared using the procedure described in Krause, J. G. Synthesis, 1972, 3, 140). A solution of 3-bromo-5-methoxypyridine (8.72 g, 46.4 mmol) in dichloromethane (93 ml) was cooled to 0° C. A solution of 2-[(aminooxy)sulfonyl]-1,3,5-trimethylbenzene (13.31 g, 46.4 mmol) in dichloromethane (93 ml) was added in a steady stream via canula and the mixture was allowed to stir for 1 h at... Reactants: O=C([O-])[O-], CN(C)C=O, BrCC1CCC1, [K+], [K+], O, N#Cc1ccc(-c2c[nH]nc2C(F)(F)F)cc1S. Reaction SMILES: [C:25](=[O:26])([O-:27])[O-:28].[CH3:32][N:33]([CH3:34])[CH:35]=[O:36].[CH:19]1([CH2:23][Br:24])[CH2:20][CH2:21][CH2:22]1.[K+:29].[K+:30].[OH2:31].[SH:1][c:2]1[c:3]([C:4]#[N:5])[cH:6][cH:7][c:8](-[c:10]2[c:11]([C:15]([F:16])([F:17])[F:18])[n:12][nH:13][cH:14]2)[cH:9]1>>[S:1]([c:2]1[c:3]([C:4]#[N:5])[cH:6][cH:7][c:8](-[c:10]2[c:11]([C:15]([F:16])([F:17])[F:18])[n:12][nH:13][cH:14]2)[cH:9]1)[CH2:23][CH:19]1[CH2:20][CH2:21][CH2:22]1. Product: N#Cc1ccc(-c2c[nH]nc2C(F)(F)F)cc1SCC1CCC1.